Dataset: the Open Reaction Database (ORD), a public repository of structured organic reaction records. Task: describe an organic reaction: reactants, conditions, products, and yield Reactants: COC(=O)CS, N#Cc1ccc(-c2nccnc2Cl)c2ccccc12, [Na+], [Na+], O=C([O-])[O-], CN(C)C=O. Product: COC(=O)CSc1nccnc1-c1ccc(C#N)c2ccccc12. As a reaction SMILES: [C:20]([CH2:21][SH:22])(=[O:23])[O:24][CH3:25].[Cl:1][c:2]1[c:3](-[c:8]2[cH:9][cH:10][c:11]([C:18]#[N:19])[c:12]3[cH:13][cH:14][cH:15][cH:16][c:17]23)[n:4][cH:5][cH:6][n:7]1.[Na+:26].[Na+:27].[O-:28][C:29](=[O:30])[O-:31].[O:32]=[CH:33][N:34]([CH3:35])[CH3:36]>>[c:2]1([S:22][CH2:21][C:20](=[O:23])[O:24][CH3:25])[c:3](-[c:8]2[cH:9][cH:10][c:11]([C:18]#[N:19])[c:12]3[cH:13][cH:14][cH:15][cH:16][c:17]23)[n:4][cH:5][cH:6][n:7]1. Starting materials: ice, BrC1=CC(=C(C=C1C)S(=O)(=O)N)C (4-bromo-2,5-dimethylbenzenesulfonamide), BrC1=CC(=C(C=C1C)S(=O)(=O)N)C (4-bromo-2,5-dimethylbenzenesulfonamide), [Cu](C#N)C#N (copper cyanide). Run in CN1C(CCC1)=O (N-methylpyrrolidinone), O1CCCC1 (tetrahydrofuran). Conditions: temperature 200 celsius. Yields the product C(#N)C1=CC(=C(C=C1C)S(=O)(=O)N)C (4-cyano-2,5-dimethylbenzenesulfonamide). Reaction SMILES: Br[C:2]1[C:7]([CH3:8])=[CH:6][C:5]([S:9]([NH2:12])(=[O:11])=[O:10])=[C:4]([CH3:13])[CH:3]=1.[Cu](C#N)[C:15]#[N:16]>CN1CCCC1=O.O1CCCC1>[C:15]([C:2]1[C:7]([CH3:8])=[CH:6][C:5]([S:9]([NH2:12])(=[O:11])=[O:10])=[C:4]([CH3:13])[CH:3]=1)#[N:16]. Procedure details: To a solution of 4-bromo-2,5-dimethylbenzenesulfonamide (4.6 g, 22 mmol, the product of Step A) in N-methylpyrrolidinone (30 mL) was added copper cyanide (2.5 g, 28 mmol), and the reaction mixture was heated at 200° C. for 30 min. The reaction was then allowed to cool and poured into 200 mL of crushed ice to precipitate a solid. To this mixture was added dichloromethane (500 mL), and the mixture was warmed to dissolve the white solid. The mixture was then filtered to remove any undissolved solid... The reactants are CC(=O)[O-], CC(=O)[O-], ClCCl, COc1ccc(B(O)O)cc1, [Cu+2], c1ccncc1, c1cn[nH]c1. The product is COc1ccc(-n2cccn2)cc1. As a reaction SMILES: [C:26]([O-:27])(=[O:28])[CH3:29].[C:31]([O-:32])(=[O:33])[CH3:34].[CH2:23]([Cl:24])[Cl:25].[CH3:6][O:7][c:8]1[cH:9][cH:10][c:11]([B:14]([OH:15])[OH:16])[cH:12][cH:13]1.[Cu+2:30].[cH:17]1[cH:18][cH:19][n:20][cH:21][cH:22]1.[nH:1]1[n:2][cH:3][cH:4][cH:5]1>>[n:1]1(-[c:11]2[cH:10][cH:9][c:8]([O:7][CH3:6])[cH:13][cH:12]2)[n:2][cH:3][cH:4][cH:5]1.